This data is from the Open Reaction Database (ORD), a public repository of structured organic reaction records. The task is: describe an organic reaction: reactants, conditions, products, and yield The reactants are C(CCC)N=C1C(N=CS1)(CC1=CC=C(C=C1)C1=C(C=CC=C1)C1=NN=NN1C(C1=CC=CC=C1)(C1=CC=CC=C1)C1=CC=CC=C1)C(=O)OCC (5-Butylimino-4,5-dihydro-4-ethoxycarbonyl-4-[[2'-(N-triphenylmethyl-1H-tetrazol-5-yl)biphenyl-4-yl]methyl]thiazole), Example 2A ( B ). Run in C(C)(=O)O.O1CCCC1.O (acetic acid tetrahydrofuran water). The product is C(CCC)N=C1C(N=CS1)(CC1=CC=C(C=C1)C1=C(C=CC=C1)C1=NN=NN1)C(=O)OCC (5-Butylimino-4,5-dihydro-4-ethoxycarbonyl-4-[[2'-(1H-tetrazol-5-yl)biphenyl-4-yl]methyl]thiazole). Isolated yield 30.0%. As a reaction SMILES: [CH2:1]([N:5]=[C:6]1[S:10][CH:9]=[N:8][C:7]1([C:48]([O:50][CH2:51][CH3:52])=[O:49])[CH2:11][C:12]1[CH:17]=[CH:16][C:15]([C:18]2[CH:23]=[CH:22][CH:21]=[CH:20][C:19]=2[C:24]2[N:28](C(C3C=CC=CC=3)(C3C=CC=CC=3)C3C=CC=CC=3)[N:27]=[N:26][N:25]=2)=[CH:14][CH:13]=1)[CH2:2][CH2:3][CH3:4]>C(O)(=O)C.O1CCCC1.O>[CH2:1]([N:5]=[C:6]1[S:10][CH:9]=[N:8][C:7]1([C:48]([O:50][CH2:51][CH3:52])=[O:49])[CH2:11][C:12]1[CH:13]=[CH:14][C:15]([C:18]2[CH:23]=[CH:22][CH:21]=[CH:20][C:19]=2[C:24]2[NH:25][N:26]=[N:27][N:28]=2)=[CH:16][CH:17]=1)[CH2:2][CH2:3][CH3:4] |f:1.2.3|. Procedure: 5-Butylimino-4,5-dihydro-4-ethoxycarbonyl-4-[[2'-(N-triphenylmethyl-1H-tetrazol-5-yl)biphenyl-4-yl]methyl]thiazole, the compound resulting from Example 2A (B), (170 mg, 0.241 mmol) in 15:15:1 (v/v/v) acetic acid/tetrahydrofuran/water (4 mL) was heated at reflux for 90 minutes. The solvent was evaporated under reduced pressure, and toluene was added and evaporated. Chromatography of the residue on silica gel eluting with 2-6% methanol in chloroform afforded 33.6 mg (30%) of the desired product as... Reactants: COC(COC1=C2C(=C(C(=NC2=C(C=C1)Cl)OC(F)F)CC1=CC=C(C=C1)Cl)C)=O ([8-chloro-3-(4-chlorobenzyl)-2-difluoromethoxy-4-methylquinolin-5-yloxy]acetic acid methyl ester), CO (methanol), O (water), [OH-].[Na+] (sodium hydroxide). Run in C(C)(=O)O (acetic acid). Product: ClC=1C=CC(=C2C(=C(C(=NC12)OC(F)F)CC1=CC=C(C=C1)Cl)C)OCC(=O)O ([8-chloro-3-(4-chlorobenzyl)-2-difluoromethoxy-4-methylquinolin-5-yloxy]acetic Acid). As a reaction SMILES: C[O:2][C:3](=[O:30])[CH2:4][O:5][C:6]1[CH:15]=[CH:14][C:13]([Cl:16])=[C:12]2[C:7]=1[C:8]([CH3:29])=[C:9]([CH2:21][C:22]1[CH:27]=[CH:26][C:25]([Cl:28])=[CH:24][CH:23]=1)[C:10]([O:17][CH:18]([F:20])[F:19])=[N:11]2.CO.O.[OH-].[Na+]>C(O)(=O)C>[Cl:16][C:13]1[CH:14]=[CH:15][C:6]([O:5][CH2:4][C:3]([OH:30])=[O:2])=[C:7]2[C:12]=1[N:11]=[C:10]([O:17][CH:18]([F:19])[F:20])[C:9]([CH2:21][C:22]1[CH:23]=[CH:24][C:25]([Cl:28])=[CH:26][CH:27]=1)=[C:8]2[CH3:29] |f:3.4|. Procedure: A solution of [8-chloro-3-(4-chlorobenzyl)-2-difluoromethoxy-4-methylquinolin-5-yloxy]acetic acid methyl ester (0.52 g), methanol (20 mL), water (2.0 mL) and 5.0 M aqueous sodium hydroxide solution (1.0 mL) was stirred at room temperature for 1 hour. The pH of the mixture was adjusted to 5 by the addition of glacial acetic acid and the solvent removed under reduced pressure. The residue was diluted with water and the solid collected by filtration, washed with water and acetonitrile and then drie... The reactants are B(OC)(OC)OC (Trimethyl borate), [BH4-].[Li+] (lithium borohydride), C1(CC1)C(=O)N1CCC(CC1)C(=O)OCC (1-(cyclopropylcarbonyl)-4-carboethoxy piperidine). Run in O1CCCC1 (tetrahydrofuran), O (water), O1CCCC1 (tetrahydrofuran), O (Water). Conditions: time 48 hour. Product: C1(CC1)C(=O)N1CCC(CC1)CO (1-(Cyclopropylcarbonyl)-4-hydroxymethylpiperidine). Isolated yield 63.7%. As a reaction SMILES: [CH:1]1([C:4]([N:6]2[CH2:11][CH2:10][CH:9]([C:12](OCC)=[O:13])[CH2:8][CH2:7]2)=[O:5])[CH2:3][CH2:2]1.[BH4-].[Li+].B(OC)(OC)OC>O1CCCC1.O>[CH:1]1([C:4]([N:6]2[CH2:7][CH2:8][CH:9]([CH2:12][OH:13])[CH2:10][CH2:11]2)=[O:5])[CH2:2][CH2:3]1 |f:1.2|. Procedure: A solution of 1-(cyclopropylcarbonyl)-4-carboethoxy piperidine (35 g, 156 mmol) in anhydrous tetrahydrofuran (350 mL) was stirred at ambient temperature under a nitrogen atmosphere. A solution of lithium borohydride in tetrahydrofuran (2M, 78 mL, 156 mmol) was added dropwise. Trimethyl borate (1.77 mL, 15.7 mmol) was added, then the reduction mixture was stirred for about 48 hours. Water was added dropwise with vigorous stirring until the vigorous gas evolution ceased. The mixture was diluted tw... The product is O=C[C@@H](O)[C@H](O)[C@@H](O)CO (L-xylose), O=C[C@@H](O)[C@H](O)[C@H](O)CO (D-arabinose). The reagents and catalysts are wet catalyst, [Ni] (Raney-nickel). Reactants: [H][H] (Hydrogen), C(C(=O)[C@H]([C@@H]([C@H](C(=O)O)O)O)O)O (5-keto-D-gluconic acid), D-gluconic- and L-idonic acids. Procedure details: Hydrogenation of 5-keto-D-gluconic acid to D-gluconic- and L-idonic acids was performed under the following conditions: Hydrogen pressure was 40 bar, reaction temperature 100° C. pH of the feed was adjusted to 5 before reaction. Feed syrup concentration was 400 g/l. The catalyst was Raney-nickel and the catalyst load was 10% wet catalyst per feed dry substance. Decarboxylation of the obtained mixture of D-gluconic acid and L-idonic acid as described in examples 5 and 6 yields L-xylose and D-arab... RXN SMILES: C(O)[C:2]([C@@H:4]([OH:12])[C@H:5]([OH:11])[C@@H:6]([OH:10])[C:7](O)=[O:8])=[O:3].[H][H]>[Ni]>[O:3]=[CH:2][C@H:4]([C@@H:5]([C@H:6]([CH2:7][OH:8])[OH:10])[OH:11])[OH:12].[O:3]=[CH:2][C@H:4]([C@@H:5]([C@@H:6]([CH2:7][OH:8])[OH:10])[OH:11])[OH:12]. Starting materials: CON(C([C@H](CC1=CC=CC=C1)NC(=O)OC(C)(C)C)=O)C (N-Methoxy-N-methyl 2(S)-(tert-butoxycarbonylamino)-3-phenylpropionamide), S(=O)(=O)(O)[O-].[K+] (potassium hydrogen sulfate), [H-].[Al+3].[Li+].[H-].[H-].[H-] (lithium aluminum hydride). Solvent: CCOCC (ether), O (water), CCOCC (ether). Conditions: temperature -45 celsius, time 1 hour. Yields the product C(C)(C)(C)OC(=O)N[C@H](C=O)CC1=CC=CC=C1 (2(S)-(tert-Butoxycarbonylamino)-3-phenylpropionaldehyde). As a reaction SMILES: [H-].[Al+3].[Li+].[H-].[H-].[H-].CON(C)[C:10](=[O:27])[C@@H:11]([NH:19][C:20]([O:22][C:23]([CH3:26])([CH3:25])[CH3:24])=[O:21])[CH2:12][C:13]1[CH:18]=[CH:17][CH:16]=[CH:15][CH:14]=1.S([O-])(O)(=O)=O.[K+]>CCOCC.O>[C:23]([O:22][C:20]([NH:19][C@@H:11]([CH2:12][C:13]1[CH:14]=[CH:15][CH:16]=[CH:17][CH:18]=1)[CH:10]=[O:27])=[O:21])([CH3:26])([CH3:24])[CH3:25] |f:0.1.2.3.4.5,7.8|. Reported procedure: A mechanically stirred suspension of lithium aluminum hydride (6.59 g, 0.165 mol) in ether (1 L) was cooled to -45° C. under nitrogen. A solution of the product from Step A (0.150 mol) in ether (150 mL) was added, maintaining the temperature below -35° C. When the addition was complete, the reaction was warmed to 5° C., then recooled to -45° C. A solution of potassium hydrogen sulfate (36.1 g, 0.265 mol) in water was slowly added, maintaining the temperature below -5° C. After quenching, the rea... Starting materials: [Al+3], C1CCOC1, C=CCOCCOCC(=O)OC, [H-], [H-], [H-], [H-], [Li+]. Yields the product C=CCOCCOCCO. As a reaction SMILES: [Al+3:14].[CH2:19]1[O:20][CH2:21][CH2:22][CH2:23]1.[CH2:1]([CH:2]=[CH2:3])[O:4][CH2:5][CH2:6][O:7][CH2:8][C:9](=[O:10])[O:11][CH3:12].[H-:13].[H-:16].[H-:17].[H-:18].[Li+:15]>>[CH2:1]([CH:2]=[CH2:3])[O:4][CH2:5][CH2:6][O:7][CH2:8][CH2:9][OH:10]. Reactants: NC=1C=C2C(=C(C=NC2=NC1)C#N)NC1=CC(=CC=C1)Br (6-amino-4-(3-bromo-phenylamino)-[1.8]naphthyridine-3-carbonitrile), CN1CCOCC1 (N-methyl-morpholine), C(C=C)(=O)Cl (acryloyl chloride). Solvent: CN(C=O)C (N,N-dimethylformamide), O1CCCC1 (tetrahydrofuran), O1CCCC1 (tetrahydrofuran). Reaction conditions: time 3 hour. Yields the product BrC=1C=C(C=CC1)NC1=C2C=C(C=NC2=NC=C1C#N)NC(C=C)=O (N-[5-(3-Bromo-phenylamino)-6-cyano-[1.8]naphthyridin-3-yl]-acrylamide). Isolated yield 17.9%. As a reaction SMILES: [NH2:1][C:2]1[CH:3]=[C:4]2[C:9](=[N:10][CH:11]=1)[N:8]=[CH:7][C:6]([C:12]#[N:13])=[C:5]2[NH:14][C:15]1[CH:20]=[CH:19][CH:18]=[C:17]([Br:21])[CH:16]=1.CN1CCOCC1.[C:29](Cl)(=[O:32])[CH:30]=[CH2:31]>CN(C)C=O.O1CCCC1>[Br:21][C:17]1[CH:16]=[C:15]([NH:14][C:5]2[C:6]([C:12]#[N:13])=[CH:7][N:8]=[C:9]3[C:4]=2[CH:3]=[C:2]([NH:1][C:29](=[O:32])[CH:30]=[CH2:31])[CH:11]=[N:10]3)[CH:20]=[CH:19][CH:18]=1. Procedure: To a solution of 1.4 g (4.12 mmol) of 6-amino-4-(3-bromo-phenylamino)-[1.8]naphthyridine-3-carbonitrile and 1.67 g (16.5 mmol) of N-methyl-morpholine in a mixture of 6 ml of N,N-dimethylformamide and 35 ml of tetrahydrofuran was added with stirring at 0° C. a solution of 0.52 g (5.76 mmol) of acryloyl chloride in 10 ml of tetrahydrofuran over 10 min. After 3 hr at 0° C., the most of the solvent was removed saturated sodium bicarbonate was added. Solid was collected and washed with water. After a... Procedure details: Reductive amination of 6-(piperazin-1-yl)-3-(trifluoromethyl)-[1,2,4]triazolo[4,3-b]pyridazine with N-(4-formylphenyl)acetamide was carried out according to General Synthetic Method 7. The crude product was purified by hplc using a Waters XBridge Prep C18 OBD column, 5μ silica, 30 mm diameter, 100 mm length eluted with decreasingly polar mixtures of water (containing 0.1% aqueous ammonia) and acetonitrile as eluents to give N-[4-[[4-[3-(trifluoromethyl)-[1,2,4]triazolo[4,3-b]pyridazin-6-yl]piper... The reactants are N1(CCNCC1)C=1C=CC=2N(N1)C(=NN2)C(F)(F)F (6-(piperazin-1-yl)-3-(trifluoromethyl)-[1,2,4]triazolo[4,3-b]pyridazine), C(=O)C1=CC=C(C=C1)NC(C)=O (N-(4-formylphenyl)acetamide). The product is FC(C1=NN=C2N1N=C(C=C2)N2CCN(CC2)CC2=CC=C(C=C2)NC(C)=O)(F)F (N-[4-[[4-[3-(trifluoromethyl)-[1,2,4]triazolo[4,3-b]pyridazin-6-yl]piperazin-1-yl]methyl]phenyl]acetamide). RXN SMILES: [N:1]1([C:7]2[CH:8]=[CH:9][C:10]3[N:11]([C:13]([C:16]([F:19])([F:18])[F:17])=[N:14][N:15]=3)[N:12]=2)[CH2:6][CH2:5][NH:4][CH2:3][CH2:2]1.[CH:20]([C:22]1[CH:27]=[CH:26][C:25]([NH:28][C:29](=[O:31])[CH3:30])=[CH:24][CH:23]=1)=O>>[F:19][C:16]([F:17])([F:18])[C:13]1[N:11]2[N:12]=[C:7]([N:1]3[CH2:2][CH2:3][N:4]([CH2:20][C:22]4[CH:23]=[CH:24][C:25]([NH:28][C:29](=[O:31])[CH3:30])=[CH:26][CH:27]=4)[CH2:5][CH2:6]3)[CH:8]=[CH:9][C:10]2=[N:15][N:14]=1. Starting materials: CN(C)CC1(c2ccc(O)cc2)CCOCC1, CC1CCCC(C)N1CCCCl, [K+], [K+], O=C([O-])[O-], CN(C)C=O. Yields the product CC1CCCC(C)N1CCCOc1ccc(C2(CN(C)C)CCOCC2)cc1. Reaction SMILES: [CH3:1][N:2]([CH3:3])[CH2:4][C:5]1([c:11]2[cH:12][cH:13][c:14]([OH:17])[cH:15][cH:16]2)[CH2:6][CH2:7][O:8][CH2:9][CH2:10]1.[Cl:18][CH2:19][CH2:20][CH2:21][N:22]1[CH:23]([CH3:29])[CH2:24][CH2:25][CH2:26][CH:27]1[CH3:28].[K+:30].[K+:31].[O-:32][C:33]([O-:34])=[O:35].[O:36]=[CH:37][N:38]([CH3:39])[CH3:40]>>[CH3:1][N:2]([CH3:3])[CH2:4][C:5]1([c:11]2[cH:12][cH:13][c:14]([O:17][CH2:19][CH2:20][CH2:21][N:22]3[CH:23]([CH3:29])[CH2:24][CH2:25][CH2:26][CH:27]3[CH3:28])[cH:15][cH:16]2)[CH2:6][CH2:7][O:8][CH2:9][CH2:10]1.